From a dataset of the Open Reaction Database (ORD), a public repository of structured organic reaction records. describe an organic reaction: reactants, conditions, products, and yield Reactants: O=C(O)CBr, Cl, [Na+], C1COCCO1, [OH-], O, O=C(Nc1cccc(Cl)c1Cl)c1ccc(O)cc1. Product: O=C(O)COc1ccc(C(=O)Nc2cccc(Cl)c2Cl)cc1. Reaction SMILES: [Br:19][CH2:20][C:21](=[O:22])[OH:23].[ClH:26].[Na+:25].[O:27]1[CH2:28][CH2:29][O:30][CH2:31][CH2:32]1.[OH-:24].[OH2:33].[OH:1][c:2]1[cH:3][cH:4][c:5]([C:6](=[O:7])[NH:8][c:9]2[c:10]([Cl:16])[c:11]([Cl:15])[cH:12][cH:13][cH:14]2)[cH:17][cH:18]1>>[O:1]([c:2]1[cH:3][cH:4][c:5]([C:6](=[O:7])[NH:8][c:9]2[c:10]([Cl:16])[c:11]([Cl:15])[cH:12][cH:13][cH:14]2)[cH:17][cH:18]1)[CH2:20][C:21](=[O:22])[OH:23]. Reactants: OOS(=O)[O-].[K+] (Oxone), O (water), C([O-])(O)=O.[Na+] (sodium bicarbonate), [OH-].[Na+] (Sodium hydroxide), O (water), C(C)(C)(C)OC(=O)NC(C(=O)O)CSCC1CC1 (2-tert-Butoxycarbonylamino-3-cyclopropylmethylsulfanyl-propionic acid). Conditions: time 30 minute. Product: C(C)(C)(C)OC(=O)N[C@H](C(=O)O)CS(=O)(=O)CC1CC1 (2(R)-tert-butoxycarbonylamino-3-cyclopropylmethanesulfonyl-propionic acid). Yield: 31.0%. As a reaction SMILES: [OH-:1].[Na+].[C:3]([O:7][C:8]([NH:10][CH:11]([CH2:15][S:16][CH2:17][CH:18]1[CH2:20][CH2:19]1)[C:12]([OH:14])=[O:13])=[O:9])([CH3:6])([CH3:5])[CH3:4].OOS([O-])=O.[K+].C(=O)(O)[O-].[Na+].[OH2:32]>>[C:3]([O:7][C:8]([NH:10][C@@H:11]([CH2:15][S:16]([CH2:17][CH:18]1[CH2:19][CH2:20]1)(=[O:32])=[O:1])[C:12]([OH:14])=[O:13])=[O:9])([CH3:6])([CH3:4])[CH3:5] |f:0.1,3.4,5.6|. Procedure: Sodium hydroxide (2.32 g, 58 mmol) was dissolved in water (27 mL). 2-tert-Butoxycarbonylamino-3-cyclopropylmethylsulfanyl-propionic acid (7.94 g, 29 mmol) was added. A solution of Oxone™ in water (100 mL) was added slowly. The pH was adjusted to 3 by addition of sodium bicarbonate and the reaction mixture stirred for 30 minutes and extracted with ethyl acetate. The combined organic phases were washed with brine and dried with magnesium sulfate. The solvent was removed to yield 2(R)-tert-butoxyca... Starting materials: F[C@@H]1[C@@H]2C=3C=CC(=CC3C[C@H]([C@H]2[C@@H]2CCC([C@@]2(C)C1)=O)CCCCCN1[C@@H](CCC1)CSC1=CC=C(C=C1)C(F)(F)F)O (11β-fluoro-3-hydroxy-7α-{5-[(2S)-2-(4-trifluoromethylphenylthiomethyl)-pyrrolidin-1-yl]-pentyl}-estra-1,3,5(10)-trien-17-one), [BH4-].[Na+] (sodium borohydride), ice water. The solvent is O1CCCC1 (tetrahydrofuran), C(C)O (ethanol), O (water). Reaction conditions: time 2 hour. Product: F[C@@H]1[C@@H]2C=3C=CC(=CC3C[C@H]([C@H]2[C@@H]2CC[C@@H]([C@@]2(C)C1)O)CCCCCN1[C@@H](CCC1)CSC1=CC=C(C=C1)C(F)(F)F)O (11β-fluoro-7α-{5-[(2S)-2-(4-trifluoromethylphenylthiomethyl)-pyrrolidin-1-yl]-pentyl}-estra-1,3,5(10)-triene-3,17β-diol). Yield: 74.2%. Reaction SMILES: [F:1][C@H:2]1[CH2:19][C@@:17]2([CH3:18])[C@@H:13]([CH2:14][CH2:15][C:16]2=[O:20])[C@H:12]2[C@H:3]1[C:4]1[CH:5]=[CH:6][C:7]([OH:43])=[CH:8][C:9]=1[CH2:10][C@H:11]2[CH2:21][CH2:22][CH2:23][CH2:24][CH2:25][N:26]1[CH2:30][CH2:29][CH2:28][C@H:27]1[CH2:31][S:32][C:33]1[CH:38]=[CH:37][C:36]([C:39]([F:42])([F:41])[F:40])=[CH:35][CH:34]=1.[BH4-].[Na+]>O1CCCC1.C(O)C.O>[F:1][C@H:2]1[CH2:19][C@@:17]2([CH3:18])[C@@H:13]([CH2:14][CH2:15][C@@H:16]2[OH:20])[C@H:12]2[C@H:3]1[C:4]1[CH:5]=[CH:6][C:7]([OH:43])=[CH:8][C:9]=1[CH2:10][C@H:11]2[CH2:21][CH2:22][CH2:23][CH2:24][CH2:25][N:26]1[CH2:30][CH2:29][CH2:28][C@H:27]1[CH2:31][S:32][C:33]1[CH:34]=[CH:35][C:36]([C:39]([F:42])([F:41])[F:40])=[CH:37][CH:38]=1 |f:1.2|. Procedure: A solution of 0.43 g of 11β-fluoro-3-hydroxy-7α-{5-[(2S)-2-(4-trifluoromethylphenylthiomethyl)-pyrrolidin-1-yl]-pentyl}-estra-1,3,5(10)-trien-17-one in 4 ml of tetrahydrofuran, 2.3 ml of ethanol and 1 ml of water is mixed in portions at 0° C. with 111 mg of sodium borohydride, and it is stirred for 2 hours. Then, it is added to ice water, extracted three times with ethyl acetate, washed with common salt solution, dried on sodium sulfate, concentrated by evaporation in a vacuum and chromatographe... Starting materials: COC1=C(C=CC=C1)N1N=C(N=C1)C1=CC=CC=C1 (1-(2-methoxyphenyl)-3-phenyl-1,2,4-triazole), B(Br)(Br)Br (BBr3). Run in ClCCl (dichloromethane), ClCCl (dichloromethane). Conditions: time 3.5 hour. Yields the product OC1=C(C=CC=C1)N1N=C(N=C1)C1=CC=CC=C1 (1-(2-hydroxyphenyl)-3-phenyl-1,2,4-triazole). As a reaction SMILES: C[O:2][C:3]1[CH:8]=[CH:7][CH:6]=[CH:5][C:4]=1[N:9]1[CH:13]=[N:12][C:11]([C:14]2[CH:19]=[CH:18][CH:17]=[CH:16][CH:15]=2)=[N:10]1.B(Br)(Br)Br>ClCCl>[OH:2][C:3]1[CH:8]=[CH:7][CH:6]=[CH:5][C:4]=1[N:9]1[CH:13]=[N:12][C:11]([C:14]2[CH:15]=[CH:16][CH:17]=[CH:18][CH:19]=2)=[N:10]1. Procedure details: 1,1 g of 1-(2-methoxyphenyl)-3-phenyl-1,2,4-triazole (cf. Example 2) are dissolved in 40 ml of dichloromethane and a solution of 1 ml of BBr3 in 10 ml of dichloromethane is added dropwise. After 3-4 hours stirring at ambient temperature the mixture is poured onto ice water and the organic phase is separated off. The remaining aqueous phase is again extracted with dichloromethane. After the collected dichloromethane phases have been dried over Na2SO4 the solvent is distilled off. 1 g (96%) of the... The reactants are [H-].[Na+] (sodium hydride), COC(=O)C1=C(N(C=2N(C1C1=CC=C(C=C1)C#N)C(N(N2)CCCS(=O)(=O)CCCO)=O)C2=CC(=CC=C2)C(F)(F)F)C (5-(4-Cyano-phenyl)-2-[3-(3-hydroxy-propane-1-sulfonyl)-propyl]-7-methyl-3-oxo-8-(3-trifluoromethyl-phenyl)-2,3,5,8-tetrahydro-[1,2,4]triazolo[4,3-a]pyrimidine-6-carboxylic acid methyl ester), C1CCOC1 (THF), C=1(C(=CC=CC1)S(=O)(=O)Cl)C (toluenesulfonyl chloride). Run at time 10 minute. Yields the product COC(=O)C1=C(N(C=2N(C1C1=CC=C(C=C1)C#N)C(N(N2)CCCS(=O)(=O)CCCOS(=O)(=O)C2=CC=C(C=C2)C)=O)C2=CC(=CC=C2)C(F)(F)F)C (5-(4-Cyano-phenyl)-7-methyl-3-oxo-2-{3-[3-(toluene-4-sulfonyloxy)-propane-1-sulfonyl]-propyl}-8-(3-trifluoromethyl-phenyl)-2,3,5,8-tetrahydro-[1,2,4]triazolo[4,3-a]pyrimidine-6-carboxylic acid methyl ester). As a reaction SMILES: [CH3:1][O:2][C:3]([C:5]1[CH:10]([C:11]2[CH:16]=[CH:15][C:14]([C:17]#[N:18])=[CH:13][CH:12]=2)[N:9]2[C:19](=[O:32])[N:20]([CH2:22][CH2:23][CH2:24][S:25]([CH2:28][CH2:29][CH2:30][OH:31])(=[O:27])=[O:26])[N:21]=[C:8]2[N:7]([C:33]2[CH:38]=[CH:37][CH:36]=[C:35]([C:39]([F:42])([F:41])[F:40])[CH:34]=2)[C:6]=1[CH3:43])=[O:4].[H-].[Na+].[C:46]1(C)[C:47]([S:52](Cl)(=[O:54])=[O:53])=[CH:48][CH:49]=[CH:50][CH:51]=1.[CH2:57]1COCC1>>[CH3:1][O:2][C:3]([C:5]1[CH:10]([C:11]2[CH:12]=[CH:13][C:14]([C:17]#[N:18])=[CH:15][CH:16]=2)[N:9]2[C:19](=[O:32])[N:20]([CH2:22][CH2:23][CH2:24][S:25]([CH2:28][CH2:29][CH2:30][O:31][S:52]([C:47]3[CH:46]=[CH:51][C:50]([CH3:57])=[CH:49][CH:48]=3)(=[O:53])=[O:54])(=[O:26])=[O:27])[N:21]=[C:8]2[N:7]([C:33]2[CH:38]=[CH:37][CH:36]=[C:35]([C:39]([F:40])([F:42])[F:41])[CH:34]=2)[C:6]=1[CH3:43])=[O:4] |f:1.2|. Procedure details: Intermediate 22 (89 mg, 0.14 mmol) was dissolved in THF (3 ml), and then sodium hydride (6 mg, 0.2 mmol) was added under an atmosphere of N2. The reaction mixture was stirred at RT for 10 mins, then toluenesulfonyl chloride (31 mg, 0.16 mmol) was added and stirring was continued for 16 hours. The reaction mixture was partitioned between EtOAc and water. The organic layer was separated, washed with brine, dried (Na2SO4) and evaporated in vacuo. The resulting residue was purified by silica gel chr... Reactants: C(C)(C)(C)OC(NCCC(C1=CSC=C1)NC1=NC=CC(=N1)C1=CN=C2N1C=CN=C2N2CCN(CC2)C)=O ((3-{4-[8-(4-methyl-piperazin-1-yl)-imidazo[1,2-a]pyrazin-3-yl]-pyrimidin-2-ylamino}-3-thiophen-3-yl-propyl)-carbamic acid tert-butyl ester), Cl (hydrochloric acid). Run in C(C)O (ethanol). Run at time 15 hour. Yields the product CN1CCN(CC1)C=1C=2N(C=CN1)C(=CN2)C2=NC(=NC=C2)NC(CCN)C2=CSC=C2 (N1-{4-[8-(4-methyl-piperazin-1-yl)-imidazo[1,2-a]pyrazin-3-yl]-pyrimidin-2-yl}-1-thiophen-3-yl-propane-1,3-diamine). RXN SMILES: C(OC(=O)[NH:7][CH2:8][CH2:9][CH:10]([NH:16][C:17]1[N:22]=[C:21]([C:23]2[N:27]3[CH:28]=[CH:29][N:30]=[C:31]([N:32]4[CH2:37][CH2:36][N:35]([CH3:38])[CH2:34][CH2:33]4)[C:26]3=[N:25][CH:24]=2)[CH:20]=[CH:19][N:18]=1)[C:11]1[CH:15]=[CH:14][S:13][CH:12]=1)(C)(C)C.Cl>C(O)C>[CH3:38][N:35]1[CH2:34][CH2:33][N:32]([C:31]2[C:26]3[N:27]([C:23]([C:21]4[CH:20]=[CH:19][N:18]=[C:17]([NH:16][CH:10]([C:11]5[CH:15]=[CH:14][S:13][CH:12]=5)[CH2:9][CH2:8][NH2:7])[N:22]=4)=[CH:24][N:25]=3)[CH:28]=[CH:29][N:30]=2)[CH2:37][CH2:36]1. Reported procedure: To a solution of crude (3-{4-[8-(4-methyl-piperazin-1-yl)-imidazo[1,2-a]pyrazin-3-yl]-pyrimidin-2-ylamino}-3-thiophen-3-yl-propyl)-carbamic acid tert-butyl ester (400 mg, 0.182 mmol) in ethanol (3 mL) was added concentrated hydrochloric acid (3 mL) slowly. The reaction mixture was stirred at room temperature for 15 hours. The solvent was removed under reduced pressure and then the solid was purified by prep-HPLC. Several drops of concentrated HCl were added to the fractions with product. After s... The reactants are ClC1=C(C=C(C(=O)O)C=C1)[N+](=O)[O-] (4-chloro-3-nitrobenzoic acid), C(C(C)C)N (isobutylamine), ClC1=CC=C(C2=CC=C(C=C2C2=NC3=CC=C(C=C3C=C2)C2=NC3=C(N2CC)C=CC(=C3)C(=O)O)OC)C=C1 (2-[2-(4′-chloro-4-methoxy-biphen-2-yl)-quinolin-6-yl]-1-ethyl-1H-benzoimidazole-5-carboxylic acid). The product is ClC1=CC=C(C2=CC=C(C=C2C2=NC3=CC=C(C=C3C=C2)C2=NC3=C(N2CC(C)C)C=CC(=C3)C(=O)O)OC)C=C1 (2-[2-(4′-Chloro-4-methoxy-biphen-2-yl)-quinolin-6-yl]-1-isobutyl-1H-benzoimidazole-5-carboxylic acid). RXN SMILES: Cl[C:2]1[CH:10]=[CH:9][C:5]([C:6]([OH:8])=[O:7])=[CH:4][C:3]=1[N+:11]([O-])=O.[CH2:14](N)C(C)C.[Cl:19][C:20]1[CH:57]=[CH:56][C:23]([C:24]2[C:29]([C:30]3[CH:39]=[CH:38][C:37]4[C:32](=[CH:33][CH:34]=[C:35]([C:40]5N(CC)C6C=C[C:49](C(O)=O)=[CH:50][C:42]=6[N:41]=5)[CH:36]=4)[N:31]=3)=[CH:28][C:27]([O:54][CH3:55])=[CH:26][CH:25]=2)=[CH:22][CH:21]=1>>[Cl:19][C:20]1[CH:21]=[CH:22][C:23]([C:24]2[C:29]([C:30]3[CH:39]=[CH:38][C:37]4[C:32](=[CH:33][CH:34]=[C:35]([C:40]5[N:41]([CH2:42][CH:50]([CH3:14])[CH3:49])[C:2]6[CH:10]=[CH:9][C:5]([C:6]([OH:8])=[O:7])=[CH:4][C:3]=6[N:11]=5)[CH:36]=4)[N:31]=3)=[CH:28][C:27]([O:54][CH3:55])=[CH:26][CH:25]=2)=[CH:56][CH:57]=1. Procedure details: The title compound was prepared from Resin 534a and isobutylamine according to the procedure described in the preparation of Compound 534. Reactants: BrCC1=CC(=NO1)C (5-bromomethyl-3-methylisoxazole), NCCO (2-aminoethanol), C(C)#N (acetonitrile), C(C)#N (acetonitrile). Product: CN1OC(=CC1)CNCCO (2-(2-methyl-5-isoxazolylmethylamino)ethanol). As a reaction SMILES: Br[CH2:2][C:3]1[O:7][N:6]=[C:5](C)[CH:4]=1.[NH2:9][CH2:10][CH2:11][OH:12].[C:13](#N)C>>[CH3:13][N:6]1[CH2:5][CH:4]=[C:3]([CH2:2][NH:9][CH2:10][CH2:11][OH:12])[O:7]1. Procedure: A solution of 7 g of 5-bromomethyl-3-methylisoxazole in 20 ml of acetonitrile was added dropwise to a solution of 12.2 g of 2-aminoethanol in 100 ml of acetonitrile below 10° C. After stirring for a while at room temperature, the acetonitrile and excess-2-aminoethanol were removed under reduced pressure. Chloroform was added to the residue, and it was washed with a small quantity of water. The treatment of the chloroform solution the usual way gave the desired 2-(2-methyl-5-isoxazolylmethylamino...